This data is from the Open Reaction Database (ORD), a public repository of structured organic reaction records. The task is: describe an organic reaction: reactants, conditions, products, and yield Starting materials: COC(C1=CN=C(C(=C1)Br)Cl)=O (5-bromo-6-chloro-nicotinic acid methylester), NCC(C)(O)C1CC1 (1-amino-2-cyclopropyl-propan-2-ol), COCCCO (3-methoxy-propanol), ClC1=CC=C(C=C1)B(O)O (4-chlorophenyl-boronic acid). Product: ClC1=CC=C(C=C1)C=1C(=NC=C(C(=O)NCC(C)(O)C2CC2)C1)OCCCOC (5-(4-Chloro-phenyl)-N-(2-cyclopropyl-2-hydroxy-propyl)-6-(3-methoxy-propoxy)-nicotinamide). RXN SMILES: CO[C:3](=[O:12])[C:4]1[CH:9]=[C:8](Br)[C:7](Cl)=[N:6][CH:5]=1.[CH3:13][O:14][CH2:15][CH2:16][CH2:17][OH:18].[Cl:19][C:20]1[CH:25]=[CH:24][C:23](B(O)O)=[CH:22][CH:21]=1.[NH2:29][CH2:30][C:31]([CH:34]1[CH2:36][CH2:35]1)([OH:33])[CH3:32]>>[Cl:19][C:20]1[CH:25]=[CH:24][C:23]([C:8]2[C:7]([O:18][CH2:17][CH2:16][CH2:15][O:14][CH3:13])=[N:6][CH:5]=[C:4]([CH:9]=2)[C:3]([NH:29][CH2:30][C:31]([CH:34]2[CH2:36][CH2:35]2)([OH:33])[CH3:32])=[O:12])=[CH:22][CH:21]=1. Procedure: The title compound was synthesized in analogy to the procedure described for the preparation of Example 11, using 5-bromo-6-chloro-nicotinic acid methylester, 3-methoxy-propanol (commercially available), 4-chlorophenyl-boronic acid (commercially available) and 1-amino-2-cyclopropyl-propan-2-ol (commercially available) as starting materials. MS (m/e): 419 (MH+).